This data is from the Open Reaction Database (ORD), a public repository of structured organic reaction records. The task is: describe an organic reaction: reactants, conditions, products, and yield Reactants: CC(C)CC(CNC(Cc1ccc(OCc2ccccc2)cc1)C(=O)NC(C)(C)C)NC(=O)OC(C)(C)C, ClCCl. Yields the product CC(C)CC(N)CNC(Cc1ccc(OCc2ccccc2)cc1)C(=O)NC(C)(C)C. RXN SMILES: [C:1]([O:2][C:3](=[O:4])[NH:7][CH:8]([CH2:9][CH:10]([CH3:11])[CH3:12])[CH2:13][NH:14][CH:15]([CH2:16][c:17]1[cH:18][cH:19][c:20]([O:23][CH2:24][c:25]2[cH:26][cH:27][cH:28][cH:29][cH:30]2)[cH:21][cH:22]1)[C:31]([NH:32][C:33]([CH3:34])([CH3:35])[CH3:36])=[O:37])([CH3:5])([CH3:6])[CH3:38].[Cl:39][CH2:40][Cl:41]>>[NH2:7][CH:8]([CH2:9][CH:10]([CH3:11])[CH3:12])[CH2:13][NH:14][CH:15]([CH2:16][c:17]1[cH:18][cH:19][c:20]([O:23][CH2:24][c:25]2[cH:26][cH:27][cH:28][cH:29][cH:30]2)[cH:21][cH:22]1)[C:31]([NH:32][C:33]([CH3:34])([CH3:35])[CH3:36])=[O:37]. Starting materials: Cl.N[C@H]1CC[C@H](CC1)NC(=O)C1=C(NC=2C1=NC=CC2C2=C(C=C(C=C2)OC)OCC2CC2)C (N-(cis-4-aminocyclohexyl)-7-[2-(cyclopropylmethoxy)-4-methoxyphenyl]-2-methyl-1H-pyrrolo[3,2-b]pyridine-3-carboxamide hydrochloride), C(C)(=O)OCC(=O)Cl (2-chloro-2-oxoethyl acetate). Product: C1(CC1)COC1=C(C=CC(=C1)OC)C1=C2C(=NC=C1)C(=C(N2)C)C(=O)N[C@@H]2CC[C@@H](CC2)NC(CO)=O (7-[2-(Cyclopropylmethoxy)-4-methoxyphenyl]-N-{cis-4-[(hydroxyacetyl)amino]cyclohexyl}-2-methyl-1H-pyrrolo[3,2-b]pyridine-3-carboxamide). RXN SMILES: Cl.[NH2:2][C@@H:3]1[CH2:8][CH2:7][C@H:6]([NH:9][C:10]([C:12]2[C:16]3=[N:17][CH:18]=[CH:19][C:20]([C:21]4[CH:26]=[CH:25][C:24]([O:27][CH3:28])=[CH:23][C:22]=4[O:29][CH2:30][CH:31]4[CH2:33][CH2:32]4)=[C:15]3[NH:14][C:13]=2[CH3:34])=[O:11])[CH2:5][CH2:4]1.C([O:38][CH2:39][C:40](Cl)=[O:41])(=O)C>>[CH:31]1([CH2:30][O:29][C:22]2[CH:23]=[C:24]([O:27][CH3:28])[CH:25]=[CH:26][C:21]=2[C:20]2[CH:19]=[CH:18][N:17]=[C:16]3[C:12]([C:10]([NH:9][C@H:6]4[CH2:7][CH2:8][C@@H:3]([NH:2][C:39](=[O:38])[CH2:40][OH:41])[CH2:4][CH2:5]4)=[O:11])=[C:13]([CH3:34])[NH:14][C:15]=23)[CH2:32][CH2:33]1 |f:0.1|. Procedure: Starting from N-(cis-4-aminocyclohexyl)-7-[2-(cyclopropylmethoxy)-4-methoxyphenyl]-2-methyl-1H-pyrrolo[3,2-b]pyridine-3-carboxamide hydrochloride (example D.f13) and commercially available 2-chloro-2-oxoethyl acetate the title compound is obtained as colorless solid. The solvent is C(C)O (ethyl alcohol). The reactants are O1CC(CC(C1)=O)=O (2H-Pyran-3,5-(4H,6H)-dione), BrC=1C=C(C=O)C=CC1F (3-bromo-4-fluorobenzaldehyde), NC1=CC(N(N1C)C)=O (5-amino-1,2-dimethyl-1,2-dihydro-3H-pyrazol-3-one). Isolated yield 38.5%. As a reaction SMILES: [O:1]1[CH2:6][C:5](=O)[CH2:4][C:3](=[O:8])[CH2:2]1.[Br:9][C:10]1[CH:11]=[C:12]([CH:15]=[CH:16][C:17]=1[F:18])[CH:13]=O.[NH2:19][C:20]1[N:24]([CH3:25])[N:23]([CH3:26])[C:22](=[O:27])[CH:21]=1>C(O)C>[Br:9][C:10]1[CH:11]=[C:12]([CH:13]2[C:21]3[C:22](=[O:27])[N:23]([CH3:26])[N:24]([CH3:25])[C:20]=3[NH:19][C:5]3[CH2:6][O:1][CH2:2][C:3](=[O:8])[C:4]2=3)[CH:15]=[CH:16][C:17]=1[F:18]. Reported procedure: 2H-Pyran-3,5-(4H,6H)-dione (0.08 g, 0.7 mmol), 3-bromo-4-fluorobenzaldehyde (0.14 g, 0.7 mmol), and 5-amino-1,2-dimethyl-1,2-dihydro-3H-pyrazol-3-one (0.09 g, 0.7 mmol) in ethyl alcohol (2 mL) were heated at 80° C. for 24 hours in a sealed tube. The reaction mixture was allowed to cool to ambient temperature and then filtered to provide the title compound (0.11 g). 1H NMR (300 MHz, DMSO-d6) δ 3.0 (s,3H), 3.12 (s, 3H), 4.12 (s, 1H), 4.52 (q, 2H), 4.78 (s, 1H), 7.23 (m, 2H), 7.48 (dd, 1H), 10.18 (... Product: BrC=1C=C(C=CC1F)C1C2=C(NC3=C1C(N(N3C)C)=O)COCC2=O (4-(3-bromo-4-fluorophenyl)-1,2-dimethyl-1,2,4,9-tetrahydropyrano[3,4-b]pyrazolo[4,3-e]pyridine-3,5(6H,8H)-dione). Starting materials: [OH-].[Na+] (sodium hydroxide), C(C)OC(=O)[C@@H]1CN(C[C@H]1C(F)(F)F)CC1=CC=CC=C1 (trans-1-benzyl-4-trifluoromethylpyrrolidine-3-carboxylic acid ethyl ester), O1CCCC1 (tetrahydrofuran). The reagents and catalysts are S(=O)(=O)([O-])[O-].[Na+].[Na+] (sodium sulfate). Run in CCCCCC.C(C)(=O)OCC (n-hexane ethyl acetate). Run at temperature 0 celsius, time 1.5 hour. Yields the product C(C1=CC=CC=C1)N1C[C@H]([C@@H](C1)C(F)(F)F)CO (Trans-1-benzyl-3-hydroxymethyl-4-trifluoromethylpyrrolidine). The yield is 91.4%. RXN SMILES: C([O:3][C:4]([C@H:6]1[C@H:10]([C:11]([F:14])([F:13])[F:12])[CH2:9][N:8]([CH2:15][C:16]2[CH:21]=[CH:20][CH:19]=[CH:18][CH:17]=2)[CH2:7]1)=O)C.O1CCCC1.[OH-].[Na+]>S([O-])([O-])(=O)=O.[Na+].[Na+].CCCCCC.C(OCC)(=O)C>[CH2:15]([N:8]1[CH2:9][C@@H:10]([C:11]([F:14])([F:12])[F:13])[C@H:6]([CH2:4][OH:3])[CH2:7]1)[C:16]1[CH:17]=[CH:18][CH:19]=[CH:20][CH:21]=1 |f:2.3,4.5.6,7.8|. Procedure: A mixed solution of 2.86 g (9.50 mmol) of trans-1-benzyl-4-trifluoromethylpyrrolidine-3-carboxylic acid ethyl ester and 15 ml of absolute tetrahydrofuran is added dropwise to the above suspension over 40 minutes on cooling with ice. After stirring at 0° C. for 1.5 hours, the excess reagent is decomposed by adding several drops of sodium sulfate (decahydrate) and 2N sodium hydroxide. Insoluble matter is removed by filtration under reduced pressure. The filtrate is concentrated under reduced press... Starting materials: COC(=O)C1CCC2(CCN(C(=O)N(C)Cc3cc(C(F)(F)F)cc(C(F)(F)F)c3)C(c3ccc(F)cc3C)C2)N1, CO, N. Product: Cc1cc(F)ccc1C1CC2(CCC(C(N)=O)N2)CCN1C(=O)N(C)Cc1cc(C(F)(F)F)cc(C(F)(F)F)c1. Reaction SMILES: [CH3:1][O:2][C:3](=[O:4])[CH:5]1[NH:6][C:7]2([CH2:8][CH2:9]1)[CH2:10][CH:11]([c:34]1[c:35]([CH3:41])[cH:36][c:37]([F:40])[cH:38][cH:39]1)[N:12]([C:15](=[O:16])[N:17]([CH3:18])[CH2:19][c:20]1[cH:21][c:22]([C:30]([F:31])([F:32])[F:33])[cH:23][c:24]([C:26]([F:27])([F:28])[F:29])[cH:25]1)[CH2:13][CH2:14]2.[CH3:42][OH:43].[NH3:44]>>[O:2]=[C:3]([CH:5]1[NH:6][C:7]2([CH2:8][CH2:9]1)[CH2:10][CH:11]([c:34]1[c:35]([CH3:41])[cH:36][c:37]([F:40])[cH:38][cH:39]1)[N:12]([C:15](=[O:16])[N:17]([CH3:18])[CH2:19][c:20]1[cH:21][c:22]([C:30]([F:31])([F:32])[F:33])[cH:23][c:24]([C:26]([F:27])([F:28])[F:29])[cH:25]1)[CH2:13][CH2:14]2)[NH2:44]. Reactants: 1,2-benzo-3,4-dihydrocarbazole, C1(=CC=CC=C1)NN (phenylhydrazine), C1CC2=CC=CC=C2C(=O)C1 (α-tetralone). Reagents/catalysts: [C].[Pd] (palladiumcarbon). The product is C1=CC=C2C(=C1)C=CC3=C2NC4=CC=CC=C34 (1,2-benzocarbazole). Reaction SMILES: [C:1]1([NH:7]N)[CH:6]=[CH:5][CH:4]=[CH:3][CH:2]=1.[CH2:9]1[CH2:19][C:17](=O)[C:16]2[C:11](=[CH:12][CH:13]=[CH:14][CH:15]=2)[CH2:10]1>[C].[Pd]>[CH:13]1[CH:12]=[C:11]2[CH:10]=[CH:9][C:19]3[C:6]4[C:1](=[CH:2][CH:3]=[CH:4][CH:5]=4)[NH:7][C:17]=3[C:16]2=[CH:15][CH:14]=1 |f:2.3|. Procedure details: 1,2-benzo-3,4-dihydrocarbazole synthesized from phenylhydrazine and α-tetralone according to the method of J. Am. Chem. Soc., 69, 2910 (1947) was dehydrogenized with palladiumcarbon to obtain 1,2-benzocarbazole. Starting materials: Oc1ncc2ccc(Br)n2n1, COc1cc(C2CCN(C(=O)OC(C)(C)C)CC2)ccc1N, CCN(C(C)C)C(C)C, CN(C)C=O, O. Product: COc1cc(C2CCN(C(=O)OC(C)(C)C)CC2)ccc1Nc1ncc2ccc(Br)n2n1. Reaction SMILES: [Br:1][c:2]1[cH:3][cH:4][c:5]2[cH:6][n:7][c:8]([OH:11])[n:9][n:10]12.[C:21]([CH3:22])([CH3:23])([CH3:24])[O:25][C:26](=[O:27])[N:28]1[CH2:29][CH2:30][CH:31]([c:34]2[cH:35][c:36]([O:41][CH3:42])[c:37]([NH2:40])[cH:38][cH:39]2)[CH2:32][CH2:33]1.[CH:12]([N:13]([CH2:14][CH3:15])[CH:16]([CH3:17])[CH3:18])([CH3:19])[CH3:20].[O:44]=[CH:45][N:46]([CH3:47])[CH3:48].[OH2:43]>>[Br:1][c:2]1[cH:3][cH:4][c:5]2[cH:6][n:7][c:8]([NH:40][c:37]3[c:36]([O:41][CH3:42])[cH:35][c:34]([CH:31]4[CH2:30][CH2:29][N:28]([C:26]([O:25][C:21]([CH3:22])([CH3:23])[CH3:24])=[O:27])[CH2:33][CH2:32]4)[cH:39][cH:38]3)[n:9][n:10]12. Reported procedure: According to the above general procedure, a solution containing 1.44 mg (6.26 mmol) (4S,5S)-5-(acetyloxymethyl)-4-[1,3]dioxolan-2-yldihydrofuran-2-one (3c) in Et2O:THF 1:1 (20 mL) was reduced with 522 mg (13.75 mmol) LiAlH4 in Et2O (100 mL) to give the crude protected triol (4) (1.12 mg, 93%). The crude triol (4) was cyclized in 60 mL THF water (5:1) and 5 mL 1N hydrochloric acid. Column chromatography (silica gel 20 g, ethyl methanol in CHCl3 10%) gave compound (5) (515 mg, 64%) as a colorless ... The solvent is CCOCC.C1CCOC1 (Et2O THF), C(Cl)(Cl)Cl (CHCl3), CO (MeOH), Cl (hydrochloric acid), C1CCOC1.O (THF water), CCOCC (Et2O). The reactants are C(C)(=O)OC[C@@H]1[C@H](CC(O1)=O)C1OCCO1 ((4S,5S)-5-(Acetyloxymethyl)-4-[1,3]dioxolan-2-yldihydrofuran-2-one), C(C)CO (ethyl methanol), [H-].[H-].[H-].[H-].[Li+].[Al+3] (LiAlH4), O1C(OCC1)[C@H]([C@@H](CO)O)CCO ((2S,3S)-3-[1,3]dioxolan-2-ylpentane-1,2,5-triol). Yield: 64.0%. Reagents/catalysts: O1C(OCC1)[C@H]([C@@H](CO)O)CCO ((2S,3S)-3-[1,3]dioxolan-2-ylpentane-1,2,5-triol). RXN SMILES: C(OC[C@H]1OC(=O)C[C@@H]1C1OCCO1)(=O)C.[H-].[H-].[H-].[H-].[Li+].[Al+3].O1CCO[CH:24]1[C@@H:28]([CH2:33][CH2:34][OH:35])[C@H:29]([OH:32])[CH2:30][OH:31].C(CO)C>CCOCC.C1COCC1.CCOCC.C1COCC1.O.Cl.C(Cl)(Cl)Cl.O1CCOC1[C@@H](CCO)[C@H](O)CO.CO>[OH:32][C@H:29]1[C@H:28]2[C@H:24]([O:35][CH2:34][CH2:33]2)[O:31][CH2:30]1 |f:1.2.3.4.5.6,9.10,12.13|. Product: O[C@@H]1CO[C@H]2OCC[C@H]21 ((3S,3aS,6aR)-3-Hydroxyhexahydrofuro[2,3-b]furan). Starting materials: C(C)(=O)O[C@H]1[C@H](OC=2C=NC(=CC2)Br)SC[C@H]([C@@H]1OC(C)=O)OC(C)=O (6-bromo-3-pyridinyl 2,3,4-tri-O-acetyl-5-thio-β-D-xylopyranoside), IV, ClC1=CC=C(C=N1)B(O)O (6-chloro-3-pyridineboronic acid). Product: C(C)(=O)O[C@H]1[C@H](OC=2C=NC(=CC2)C=2C=NC(=CC2)Cl)SC[C@H]([C@@H]1OC(C)=O)OC(C)=O (6-(6-Chloro-3-pyridinyl)-3-pyridinyl 2,3,4-tri-O-acetyl-5-thio-β-D-xylo-pyranoside), solid. The yield is 41.0%. As a reaction SMILES: [C:1]([O:4][C@@H:5]1[C@@H:18]([O:19][C:20](=[O:22])[CH3:21])[C@H:17]([O:23][C:24](=[O:26])[CH3:25])[CH2:16][S:15][C@H:6]1[O:7][C:8]1[CH:9]=[N:10][C:11](Br)=[CH:12][CH:13]=1)(=[O:3])[CH3:2].[Cl:27][C:28]1[N:33]=[CH:32][C:31](B(O)O)=[CH:30][CH:29]=1>>[C:1]([O:4][C@@H:5]1[C@@H:18]([O:19][C:20](=[O:22])[CH3:21])[C@H:17]([O:23][C:24](=[O:26])[CH3:25])[CH2:16][S:15][C@H:6]1[O:7][C:8]1[CH:9]=[N:10][C:11]([C:31]2[CH:32]=[N:33][C:28]([Cl:27])=[CH:29][CH:30]=2)=[CH:12][CH:13]=1)(=[O:3])[CH3:2]. Reported procedure: By carrying out the operation analogously to example 1, starting from 6-bromo-3-pyridinyl 2,3,4-tri-O-acetyl-5-thio-β-D-xylopyranoside, obtained according to preparation IV, and 6-chloro-3-pyridineboronic acid, the desired product is obtained in the form of a white solid (yield=41%).